This data is from the Open Reaction Database (ORD), a public repository of structured organic reaction records. The task is: describe an organic reaction: reactants, conditions, products, and yield Starting materials: O=C(CBr)c1cccc(Br)c1, CO, [N-]=[N+]=[N-], [Na+]. The product is [N-]=[N+]=NCC(=O)c1cccc(Br)c1. RXN SMILES: [Br:1][c:2]1[cH:3][c:4]([C:5]([CH2:6][Br:7])=[O:8])[cH:9][cH:10][cH:11]1.[CH3:16][OH:17].[N-:13]=[N+:14]=[N-:15].[Na+:12]>>[Br:1][c:2]1[cH:3][c:4]([C:5]([CH2:6][N:13]=[N+:14]=[N-:15])=[O:8])[cH:9][cH:10][cH:11]1. The reactants are OC(C[C@]1(NC(N(CCC1)[C@@H](C)C1=CC=C(C=C1)B1OC(C(O1)(C)C)(C)C)=O)C1=CC=CC=C1)(C)C ((S)-4-(2-hydroxy-2-methylpropyl)-4-phenyl-1-((S)-1-(4-(4,4,5,5-tetramethyl-1,3,2-dioxaborolan-2-yl)phenyl)ethyl)-1,3-diazepan-2-one), C1(CC1)N1C(C=C(C=C1)I)=O (1-cyclopropyl-4-iodopyridin-2(1H)-one). Yields the product C1(CC1)N1C(C=C(C=C1)C1=CC=C(C=C1)[C@H](C)N1C(N[C@](CCC1)(C1=CC=CC=C1)CC(C)(C)O)=O)=O ((S)-1-((S)-1-(4-(1-cyclopropyl-2-oxo-1,2-dihydropyridin-4-yl)phenyl)ethyl)-4-(2-hydroxy-2-methylpropyl)-4-phenyl-1,3-diazepan-2-one), C1(CC1)N1C(C=C(C=C1)I)=O (1-cyclopropyl-4-iodopyridin-2(1H)-one). RXN SMILES: [OH:1][C:2]([CH3:36])([CH3:35])[CH2:3][C@:4]1([C:29]2[CH:34]=[CH:33][CH:32]=[CH:31][CH:30]=2)[CH2:10][CH2:9][CH2:8][N:7]([C@H:11]([C:13]2[CH:18]=[CH:17][C:16](B3OC(C)(C)C(C)(C)O3)=[CH:15][CH:14]=2)[CH3:12])[C:6](=[O:28])[NH:5]1.[CH:37]1([N:40]2[CH:45]=[CH:44][C:43]([I:46])=[CH:42][C:41]2=[O:47])[CH2:39][CH2:38]1>>[CH:37]1([N:40]2[CH:45]=[CH:44][C:43]([C:16]3[CH:15]=[CH:14][C:13]([C@@H:11]([N:7]4[CH2:8][CH2:9][CH2:10][C@:4]([CH2:3][C:2]([OH:1])([CH3:35])[CH3:36])([C:29]5[CH:34]=[CH:33][CH:32]=[CH:31][CH:30]=5)[NH:5][C:6]4=[O:28])[CH3:12])=[CH:18][CH:17]=3)=[CH:42][C:41]2=[O:47])[CH2:39][CH2:38]1.[CH:37]1([N:40]2[CH:45]=[CH:44][C:43]([I:46])=[CH:42][C:41]2=[O:47])[CH2:39][CH2:38]1. Procedure: The title compound was prepared from (S)-4-(2-hydroxy-2-methylpropyl)-4-phenyl-1-((S)-1-(4-(4,4,5,5-tetramethyl-1,3,2-dioxaborolan-2-yl)phenyl)ethyl)-1,3-diazepan-2-one and 1-cyclopropyl-4-iodopyridin-2(1H)-one following a procedure analogous to that described in Example 11 Step 2. 1-cyclopropyl-4-iodopyridin-2(1H)-one was prepared as described below. The solvent is O1CCCC1 (tetrahydrofuran), O1CCCC1 (tetrahydrofuran). Starting materials: [H-].[Na+] (sodium hydride), N1C=NC=C1 (imidazole), BrCC=1SC2=C(N1)C1=CC=CC=C1C=C2 (2-bromomethylnaphtho[1,2-d]thiazole). Procedure details: 0.06 g of sodium hydride (60%) was added to a solution of 0.10 g of imidazole in tetrahydrofuran (30 ml). After 30 minutes of stirring at room temperature, a solution of 2-bromomethylnaphtho[1,2-d]thiazole in tetrahydrofuran (10 ml) was added to the solution. After stirring at room temperature for 1 hour and evaporation of the solvent, the residue was partitioned between 1N hydrochloric acid and ethyl acetate. The organic layer was extracted with 1N hydrochloric acid. The combined aqueous layer ... Yields the product N1C(=NC=C1)CC=1SC2=C(N1)C1=CC=CC=C1C=C2 (2-(1-imidazolylmethyl)naphtho[1,2-d]thiazole). Reaction conditions: time 30 minute. As a reaction SMILES: [H-].[Na+].[NH:3]1[CH:7]=[CH:6][N:5]=[CH:4]1.Br[CH2:9][C:10]1[S:11][C:12]2[CH:22]=[CH:21][C:20]3[C:15](=[CH:16][CH:17]=[CH:18][CH:19]=3)[C:13]=2[N:14]=1>O1CCCC1>[NH:3]1[CH:7]=[CH:6][N:5]=[C:4]1[CH2:9][C:10]1[S:11][C:12]2[CH:22]=[CH:21][C:20]3[C:15](=[CH:16][CH:17]=[CH:18][CH:19]=3)[C:13]=2[N:14]=1 |f:0.1|. The yield is 100.0%. As a reaction SMILES: [Cl-:18].[I:5][CH2:6][C:7]12[O:8][C:9](=[O:16])[C:10]([CH3:15])([CH2:11][CH2:12]1)[CH2:13][CH2:14]2.[N-:2]=[N+:3]=[N-:4].[Na+:17].[Na+:1].[O:19]=[CH:20][N:21]([CH3:22])[CH3:23]>>[N:2](=[N+:3]=[N-:4])[CH2:6][C:7]12[O:8][C:9](=[O:16])[C:10]([CH3:15])([CH2:11][CH2:12]1)[CH2:13][CH2:14]2. Reactants: [Cl-], CC12CCC(CI)(CC1)OC2=O, [N-]=[N+]=[N-], [Na+], [Na+], CN(C)C=O. Product: CC12CCC(CN=[N+]=[N-])(CC1)OC2=O. Reactants: CC#N, O=S1(=O)CCn2cc(CO)nc21. Product: O=Cc1cn2c(n1)S(=O)(=O)CC2. Reaction SMILES: [CH3:13][C:14]#[N:15].[OH:1][CH2:2][c:3]1[n:4][c:5]2[n:9]([cH:10]1)[CH2:8][CH2:7][S:6]2(=[O:11])=[O:12]>>[O:1]=[CH:2][c:3]1[n:4][c:5]2[n:9]([cH:10]1)[CH2:8][CH2:7][S:6]2(=[O:11])=[O:12]. The reactants are C(C)OC(CCC1=C(C=CC(=C1)C(=O)C1=CC=C(C=C1)C(=O)OCC)O)=O (5-[[4-(ethoxycarbonyl)phenyl]carbonyl]-2-hydroxybenzenepropanoic acid ethyl ester), BrCCCCCBr (1,5-dibromopentane). Yields the product C(C)OC(CCC1=C(C=CC(=C1)C(=O)C1=CC=C(C=C1)C(=O)OCC)OCCCCCBr)=O (2-[(5-Bromopentyl)oxy]-5-[[4-(ethoxycarbonyl)phenyl]carbonyl]benzenepropanoic Acid Ethyl Ester). Yield: 72.6%. RXN SMILES: [CH2:1]([O:3][C:4](=[O:27])[CH2:5][CH2:6][C:7]1[CH:12]=[C:11]([C:13]([C:15]2[CH:20]=[CH:19][C:18]([C:21]([O:23][CH2:24][CH3:25])=[O:22])=[CH:17][CH:16]=2)=[O:14])[CH:10]=[CH:9][C:8]=1[OH:26])[CH3:2].[Br:28][CH2:29][CH2:30][CH2:31][CH2:32][CH2:33]Br>>[CH2:1]([O:3][C:4](=[O:27])[CH2:5][CH2:6][C:7]1[CH:12]=[C:11]([C:13]([C:15]2[CH:20]=[CH:19][C:18]([C:21]([O:23][CH2:24][CH3:25])=[O:22])=[CH:17][CH:16]=2)=[O:14])[CH:10]=[CH:9][C:8]=1[O:26][CH2:33][CH2:32][CH2:31][CH2:30][CH2:29][Br:28])[CH3:2]. Procedure: Starting with 0.484 g (1.31 mmol) of 5-[[4-(ethoxycarbonyl)phenyl]carbonyl]-2-hydroxybenzenepropanoic acid ethyl ester, and 2.4 g (10.44 mmol) of 1,5-dibromopentane, the title compound was obtained in 72.6% yield as a white solid, mp 76.5°-78° C., using the procedure of example 21. The reactants are ClC1=CC=C(C=C1)C=1SC(=C(N1)CCO)C(=O)O (2-(4-chloro-phenyl)-4-(2-hydroxy-ethyl)-thiazole-5-carboxylic acid), p-TsOH monohydrate, C1(=CC=CC=C1)C (toluene). Solvent: C(Cl)Cl (CH2Cl2). Reaction conditions: time 2 hour. The product is ClC1=CC=C(C=C1)C=1SC2=C(N1)CCOC2=O (2-(4-Chloro-phenyl)-6,7-dihydro-pyrano[4,3-d]thiazol-4-one). Isolated yield 79.0%. As a reaction SMILES: [Cl:1][C:2]1[CH:7]=[CH:6][C:5]([C:8]2[S:9][C:10]([C:16]([OH:18])=[O:17])=[C:11]([CH2:13][CH2:14]O)[N:12]=2)=[CH:4][CH:3]=1.C1(C)C=CC=CC=1>C(Cl)Cl>[Cl:1][C:2]1[CH:3]=[CH:4][C:5]([C:8]2[S:9][C:10]3[C:16](=[O:17])[O:18][CH2:14][CH2:13][C:11]=3[N:12]=2)=[CH:6][CH:7]=1. Reported procedure: Mix 2-(4-chloro-phenyl)-4-(2-hydroxy-ethyl)-thiazole-5-carboxylic acid (81.2 g, 286.2 mmol) with p-TsOH monohydrate (32.0 g, 168.2 mmol) and toluene (1200 mL). Heat the slurry to reflux during which time the solids dissolve. Stir the resulting tan solution mechanically for 2 h, using a Dean-Stark trap to collect water (21 mL). Cool the solution to room temperature and add saturated aqueous NaHCO3 (1700 mL) and EtOAc (1700 mL). Separate the organic solution, then extract the aqueous layer with Et... Reactants: CCCCCCCCCCSc1ccc(Br)cc1, Cl, I, [Mg], O=C=O, C1CCOC1, O. Product: CCCCCCCCCCSc1ccc(C(=O)O)cc1. As a reaction SMILES: [CH2:1]([CH2:2][CH2:3][CH2:4][CH2:5][CH2:6][CH2:7][CH2:8][CH2:9][CH3:10])[S:11][c:12]1[cH:13][cH:14][c:15]([Br:18])[cH:16][cH:17]1.[ClH:24].[I:20].[Mg:19].[O:21]=[C:22]=[O:23].[O:25]1[CH2:26][CH2:27][CH2:28][CH2:29]1.[OH2:30]>>[CH2:1]([CH2:2][CH2:3][CH2:4][CH2:5][CH2:6][CH2:7][CH2:8][CH2:9][CH3:10])[S:11][c:12]1[cH:13][cH:14][c:15]([C:22](=[O:21])[OH:23])[cH:16][cH:17]1. Starting materials: C1=CC=NC=2C3=CC=CC=C3C(C12)=O (4-azafluoren-9-one), NN (hydrazine). Run in C(COCCO)O (diethyleneglycol). Yields the product C1=CC=NC=2C3=CC=CC=C3CC12 (4-azafluorene). Reaction SMILES: [CH:1]1[C:13]2[C:12](=O)[C:11]3[C:6](=[CH:7][CH:8]=[CH:9][CH:10]=3)[C:5]=2[N:4]=[CH:3][CH:2]=1.NN>C(O)COCCO>[CH:1]1[C:13]2[CH2:12][C:11]3[C:6](=[CH:7][CH:8]=[CH:9][CH:10]=3)[C:5]=2[N:4]=[CH:3][CH:2]=1. Reported procedure: Following the procedure described in Example 608, Part C, 3.45 g (19 mmole), of 4-azafluoren-9-one, 6.8 g (0.213 mole) of hydrazine in 50 ml of diethyleneglycol were combined and heated to 205° over a 30-minute period. TLC showed no remaining starting material. Identical workup yielded 2.33 g of pure 4-azafluorene, RF-0.46 (hexane ethylacetatetriethylamine, 29.75:69.46:0.79).